This data is from the Open Reaction Database (ORD), a public repository of structured organic reaction records. The task is: describe an organic reaction: reactants, conditions, products, and yield The reactants are O=C([O-])[O-], CC#N, [K+], [K+], COC(=O)CCC(C(N)=O)N1Cc2c(ccc(Cl)c2O[Si](C)(C)C(C)(C)C)C1=O, CN(C)C=O, O. The product is COC(=O)CCC(C(N)=O)N1Cc2c(ccc(Cl)c2O)C1=O. Reaction SMILES: [C:30](=[O:31])([O-:32])[O-:33].[CH3:36][C:37]#[N:38].[K+:34].[K+:35].[NH2:1][C:2]([CH:3]([CH2:4][CH2:5][C:6](=[O:7])[O:8][CH3:9])[N:10]1[C:11](=[O:28])[c:12]2[cH:13][cH:14][c:15]([Cl:27])[c:16]([O:19][Si:20]([C:21]([CH3:22])([CH3:23])[CH3:24])([CH3:25])[CH3:26])[c:17]2[CH2:18]1)=[O:29].[O:39]=[CH:40][N:41]([CH3:42])[CH3:43].[OH2:44]>>[NH2:1][C:2]([CH:3]([CH2:4][CH2:5][C:6](=[O:7])[O:8][CH3:9])[N:10]1[C:11](=[O:28])[c:12]2[cH:13][cH:14][c:15]([Cl:27])[c:16]([OH:19])[c:17]2[CH2:18]1)=[O:29]. As a reaction SMILES: [Br-:30].[C:22](=[O:23])([O-:24])[O-:25].[CH2:11]1[O:12][c:13]2[cH:14][c:15]([CH2:16][Cl:17])[cH:18][cH:19][c:20]2[O:21]1.[CH2:31]([N+:32]([CH2:33][CH2:34][CH2:35][CH3:36])([CH2:37][CH2:38][CH2:39][CH3:40])[CH2:41][CH2:42][CH2:43][CH3:44])[CH2:45][CH2:46][CH3:47].[CH2:48]([C:49]([CH3:50])=[O:51])[CH3:52].[CH:1](=[O:2])[c:3]1[cH:4][cH:5][c:6]([OH:7])[cH:8][c:9]1[OH:10].[I-:29].[K+:26].[K+:27].[K+:28]>>[CH:1](=[O:2])[c:3]1[cH:4][cH:5][c:6]([O:7][CH2:16][c:15]2[cH:14][c:13]3[c:20]([cH:19][cH:18]2)[O:21][CH2:11][O:12]3)[cH:8][c:9]1[OH:10]. Product: O=Cc1ccc(OCc2ccc3c(c2)OCO3)cc1O. Reactants: [Br-], O=C([O-])[O-], ClCc1ccc2c(c1)OCO2, CCCC[N+](CCCC)(CCCC)CCCC, CCC(C)=O, O=Cc1ccc(O)cc1O, [I-], [K+], [K+], [K+]. Reactants: CCOC(=O)CCCC1CN(CC(=O)OC(C)(C)C)c2cccc([N+](=O)[O-])c21, CCO, [H][H]. The product is CCOC(=O)CCCC1CN(CC(=O)OC(C)(C)C)c2cccc(N)c21. RXN SMILES: [C:1]([CH3:2])([CH3:3])([CH3:4])[O:5][C:6]([CH2:7][N:8]1[CH2:9][CH:10]([CH2:20][CH2:21][CH2:22][C:23](=[O:24])[O:25][CH2:26][CH3:27])[c:11]2[c:12]([N+:17]([O-:18])=[O:19])[cH:13][cH:14][cH:15][c:16]21)=[O:28].[CH3:31][CH2:32][OH:33].[H:29][H:30]>>[C:1]([CH3:2])([CH3:3])([CH3:4])[O:5][C:6]([CH2:7][N:8]1[CH2:9][CH:10]([CH2:20][CH2:21][CH2:22][C:23](=[O:24])[O:25][CH2:26][CH3:27])[c:11]2[c:12]([NH2:17])[cH:13][cH:14][cH:15][c:16]21)=[O:28]. Reactants: [N+](=O)([O-])C1=CC=C(C=C1)S(=O)(=O)Cl (p-nitrobenzenesulphonyl chloride), C(C1=CC=CC=C1)[C@@H]1NC(O[C@@H]1CO)=O ((4S,5S)-4-benzyl-5-hydroxymethyl-oxazolidin-2-one), C([O-])(O)=O.[Na+] (sodium bicarbonate). The solvent is C1CCOC1 (THF), CN1CCOCC1 (N-methylmorpholine), CN1CCOCC1 (N-methylmorpholine). Reaction conditions: time 4.5 hour. The product is C(C1=CC=CC=C1)[C@@H]1NC(O[C@@H]1COS(=O)(=O)C1=CC=C(C=C1)[N+](=O)[O-])=O (p-nitrobenzenesulphonic acid (4S,5S)-4-benzyl-2-oxo-oxazolidin-5-ylmethyl ester). The yield is 94.2%. Reaction SMILES: [N+:1]([C:4]1[CH:9]=[CH:8][C:7]([S:10](Cl)(=[O:12])=[O:11])=[CH:6][CH:5]=1)([O-:3])=[O:2].[CH2:14]([C@H:21]1[C@@H:25]([CH2:26][OH:27])[O:24][C:23](=[O:28])[NH:22]1)[C:15]1[CH:20]=[CH:19][CH:18]=[CH:17][CH:16]=1.C(=O)(O)[O-].[Na+]>C1COCC1.CN1CCOCC1>[CH2:14]([C@H:21]1[C@@H:25]([CH2:26][O:27][S:10]([C:7]2[CH:6]=[CH:5][C:4]([N+:1]([O-:3])=[O:2])=[CH:9][CH:8]=2)(=[O:11])=[O:12])[O:24][C:23](=[O:28])[NH:22]1)[C:15]1[CH:16]=[CH:17][CH:18]=[CH:19][CH:20]=1 |f:2.3|. Procedure details: 15.4 g of p-nitrobenzenesulphonyl chloride are added in portions at 20°-25° C. to a stirred suspension of 12.0 g of the alcohol from Example 8 in 35 ml of THF and 7.66 ml of N-methylmorpholine and stirred for 4.5 hours. The suspension is again treated with 0.77 ml of N-methylmorpholine and stirred at 22° C. for 4.5 hours. The mixture is treated with 70 ml of a 2% sodium bicarbonate solution, stirred for 1.5 hours, filtered, the residue is washed with water and ethanol and dried to give 21.4 g (9...